From a dataset of the Open Reaction Database (ORD), a public repository of structured organic reaction records. describe an organic reaction: reactants, conditions, products, and yield The reactants are Brc1ccc2ncc(I)n2c1, OCCCO, CCOCC, CN(C)C=O, COc1ccc(B(O)O)cc1, [K+], [K+], [K+], O=P([O-])([O-])[O-]. Yields the product COc1ccc(-c2cnc3ccc(Br)cn23)cc1. Reaction SMILES: [Br:17][c:18]1[cH:19][cH:20][c:21]2[n:22]([cH:23]1)[c:24]([I:27])[cH:25][n:26]2.[CH2:1]([OH:2])[CH2:3][CH2:4][OH:5].[CH3:36][CH2:37][O:38][CH2:39][CH3:40].[CH3:41][N:42]([CH3:43])[CH:44]=[O:45].[CH3:6][O:7][c:8]1[cH:9][cH:10][c:11]([B:14]([OH:15])[OH:16])[cH:12][cH:13]1.[K+:33].[K+:34].[K+:35].[P:28]([O-:29])([O-:30])([O-:31])=[O:32]>>[CH3:6][O:7][c:8]1[cH:9][cH:10][c:11](-[c:24]2[n:22]3[c:21]([cH:20][cH:19][c:18]([Br:17])[cH:23]3)[n:26][cH:25]2)[cH:12][cH:13]1. The reactants are ClCCCBr, C1CCOC1, O, Sc1ccccc1. Product: ClCCCSc1ccccc1. RXN SMILES: [Br:8][CH2:9][CH2:10][CH2:11][Cl:12].[CH2:13]1[O:14][CH2:15][CH2:16][CH2:17]1.[OH2:18].[SH:1][c:2]1[cH:3][cH:4][cH:5][cH:6][cH:7]1>>[S:1]([c:2]1[cH:3][cH:4][cH:5][cH:6][cH:7]1)[CH2:9][CH2:10][CH2:11][Cl:12]. The reactants are ClC1=NC=CN=C1OCCOC1=CC=CC=C1 (2-chloro-3-(2-phenoxyethoxy)pyrazine), N1CCNCCC1 (homopiperazine). Product: N1(CCNCCC1)C=1C(=NC=CN1)OCCOC1=CC=CC=C1 (2-(Phenoxy)ethyl 3-(1,4-diazepan-1-yl)-2-pyrazinyl ether). As a reaction SMILES: Cl[C:2]1[C:7]([O:8][CH2:9][CH2:10][O:11][C:12]2[CH:17]=[CH:16][CH:15]=[CH:14][CH:13]=2)=[N:6][CH:5]=[CH:4][N:3]=1.[NH:18]1[CH2:24][CH2:23][CH2:22][NH:21][CH2:20][CH2:19]1>>[N:18]1([C:2]2[C:7]([O:8][CH2:9][CH2:10][O:11][C:12]3[CH:17]=[CH:16][CH:15]=[CH:14][CH:13]=3)=[N:6][CH:5]=[CH:4][N:3]=2)[CH2:24][CH2:23][CH2:22][NH:21][CH2:20][CH2:19]1. Procedure: The title compound was prepared according to the procedure described in Example 4, Step 2, starting from 2-chloro-3-(2-phenoxyethoxy)pyrazine (150 mg, 0.60 mmol; from Example 1, Step 1) and homopiperazine (250 mg, 2.5 mmol) with the exception that a final extraction step between EtOAc and 5% aqueous NaOH was carried out. This gave 141 mg (75%) of the title product. Anal. (C17H22N4O2.0.35EtOAc) C, H, N.